Dataset: the Open Reaction Database (ORD), a public repository of structured organic reaction records. Task: describe an organic reaction: reactants, conditions, products, and yield Starting materials: CC(C)(C)OC(=O)N1CCCC1COS(C)(=O)=O, [I-], [Li+], C1CCOC1. The product is CC(C)(C)OC(=O)N1CCCC1CI. Reaction SMILES: [C:1]([CH3:2])([CH3:3])([CH3:4])[O:5][C:6](=[O:7])[N:8]1[CH:9]([CH2:13][O:14][S:15]([CH3:16])(=[O:17])=[O:18])[CH2:10][CH2:11][CH2:12]1.[I-:19].[Li+:20].[O:21]1[CH2:22][CH2:23][CH2:24][CH2:25]1>>[C:1]([CH3:2])([CH3:3])([CH3:4])[O:5][C:6](=[O:7])[N:8]1[CH:9]([CH2:13][I:19])[CH2:10][CH2:11][CH2:12]1. Reactants: C(C)(C)NC=1C=2N(C3=CC=C(C=C3N1)CN1CCOCC1)C(=NN2)OC (isopropyl-(1-methoxy-7-morpholin-4-ylmethyl-[1,2,4]triazolo[4,3-a]quinoxalin-4-yl)-amine). Solvent: CC(=O)O (AcOH), Br (HBr). Conditions: temperature 23 celsius. Yields the product C(C)(C)NC=1C=2N(C3=CC=C(C=C3N1)CN1CCOCC1)C(NN2)=O (4-Isopropylamino-7-morpholin-4-ylmethyl-2H-[1,2,4]triazolo[4,3-a]quinoxalin-1-one). RXN SMILES: [CH:1]([NH:4][C:5]1[C:6]2[N:7]([C:22]([O:25]C)=[N:23][N:24]=2)[C:8]2[C:13]([N:14]=1)=[CH:12][C:11]([CH2:15][N:16]1[CH2:21][CH2:20][O:19][CH2:18][CH2:17]1)=[CH:10][CH:9]=2)([CH3:3])[CH3:2]>CC(O)=O.Br>[CH:1]([NH:4][C:5]1[C:6]2[N:7]([C:22](=[O:25])[NH:23][N:24]=2)[C:8]2[C:13]([N:14]=1)=[CH:12][C:11]([CH2:15][N:16]1[CH2:17][CH2:18][O:19][CH2:20][CH2:21]1)=[CH:10][CH:9]=2)([CH3:3])[CH3:2]. Procedure: A solution of isopropyl-(1-methoxy-7-morpholin-4-ylmethyl-[1,2,4]triazolo[4,3-a]quinoxalin-4-yl)-amine (32 mg) in AcOH (0.5 mL) and 48% HBr (0.5 mL) was heated at 50° C. for 2.5 hrs. After cooling to 23° C., the solution was concentrated. The resulting residue was concentrated from toluene, and then triturated with MeOH/EtOAc. The resulting solid was isolated by filtration, and then concentrated from MeOH to afford a light yellow solid. MS (M+H)+=341.3.